This data is from the Open Reaction Database (ORD), a public repository of structured organic reaction records. The task is: describe an organic reaction: reactants, conditions, products, and yield Starting materials: C(C(=O)[O-])(=O)[O-] (oxalate), CC=1SC(=CC1C(=O)C1=CSC=C1)C ((2,5-dimethyl-3-thienyl)-3-thienyl ketone), ClC1CCN(CC1)C (4-chloro-N-methyl-piperidine), Example 1 ( a ), ( 0.055 ), [Mg] (magnesium). RXN SMILES: C([O-])(=O)C([O-])=O.[CH3:7][C:8]1[S:9][C:10]([CH3:20])=[CH:11][C:12]=1[C:13]([C:15]1[CH:19]=[CH:18][S:17][CH:16]=1)=O.Cl[CH:22]1[CH2:27][CH2:26][N:25]([CH3:28])[CH2:24][CH2:23]1.[Mg]>>[S:17]1[CH:18]=[CH:19][C:15]([C:13]([C:12]2[CH:11]=[C:10]([CH3:20])[S:9][C:8]=2[CH3:7])=[C:22]2[CH2:27][CH2:26][N:25]([CH3:28])[CH2:24][CH2:23]2)=[CH:16]1. Reported procedure: The starting carbinol was obtained in a manner analogous to Example 1 (a), from 12.2 grams (0.055) mole) of (2,5-dimethyl-3-thienyl)-3-thienyl ketone, 14.7 grams (0.11 mole) of 4-chloro-N-methyl-piperidine and 2.67 grams (0.11 gram atom, of magnesium. The product is S1C=C(C=C1)C(=C1CCN(CC1)C)C1=C(SC(=C1)C)C (4-[3-Thienyl-(2,5-dimethyl-3-thienyl)-methylene]-N-methyl-piperidine). Run in O1CCCC1 (tetrahydrofuran). Yields the product FC=1C=C2C(C=CN(C2=CC1)C)=O (6-fluoro-1-methyl-4-quinolone). Reaction conditions: time 18 hour. The reactants are N (ammonia), IC (iodomethane), C([O-])([O-])=O.[K+].[K+] (potassium carbonate), IC (Iodomethane), FC=1C=C2C(=CC=NC2=CC1)O (6-fluoro-4-hydroxyquinoline), C([O-])([O-])=O.[K+].[K+] (potassium carbonate). Reaction SMILES: IC.[F:3][C:4]1[CH:5]=[C:6]2[C:11](=[CH:12][CH:13]=1)[N:10]=[CH:9][CH:8]=[C:7]2[OH:14].[C:15](=O)([O-])[O-].[K+].[K+].N>O1CCCC1>[F:3][C:4]1[CH:5]=[C:6]2[C:11](=[CH:12][CH:13]=1)[N:10]([CH3:15])[CH:9]=[CH:8][C:7]2=[O:14] |f:2.3.4|. Procedure: Iodomethane (6.9 ml) was added to a stirred suspension of 6-fluoro-4-hydroxyquinoline (16.3 g) and anhydrous potassium carbonate (15.2 g) in dry tetrahydrofuran (100 ml) at ambient temperature and stirring was continued for 18 hours. More iodomethane (1.8 ml) and anhydrous potassium carbonate (3.8 g) were added and stirring was continued for 4 hours at ambient temperature. Concentrated aqueous ammonia (specific gravity 0.88; 100 ml) was added and the mixture was evaporated to dryness. The residu... Starting materials: ON=Cc1ccccc1, CCOC(=O)C#Cc1cc(Cl)ccc1C1(C(=O)OCC)CCC1, [H-], [Na+], CN(C)C=O, C1COCCO1. Yields the product CCOC(=O)C1=C(O)c2cc(Cl)ccc2C2(CCC2)C1=O. Reaction SMILES: [CH:1](=[N:2][OH:9])[c:3]1[cH:4][cH:5][cH:6][cH:7][cH:8]1.[Cl:12][c:13]1[cH:14][c:15]([C:28]#[C:29][C:30](=[O:31])[O:32][CH2:33][CH3:34])[c:16]([C:19]2([C:23](=[O:24])[O:25][CH2:26][CH3:27])[CH2:20][CH2:21][CH2:22]2)[cH:17][cH:18]1.[H-:11].[Na+:10].[O:35]=[CH:36][N:37]([CH3:38])[CH3:39].[O:40]1[CH2:41][CH2:42][O:43][CH2:44][CH2:45]1>>[OH:9][C:28]1=[C:29]([C:30](=[O:31])[O:32][CH2:33][CH3:34])[C:23](=[O:24])[C:19]2([c:16]3[c:15]1[cH:14][c:13]([Cl:12])[cH:18][cH:17]3)[CH2:20][CH2:21][CH2:22]2. The reactants are NC=1C(=NON1)C1=NOC(N1C1=CC(=C(C=C1)F)Br)=O (3-(4-amino-1,2,5-oxadiazol-3-yl)-4-(3-bromo-4-fluorophenyl)-1,2,4-oxadiazol-5(4H)-one), COC(CNS(=O)(=O)NC(OC(C)(C)C)=O)OC (tert-butyl N-(2,2-dimethoxyethyl)sulfamoylcarbamate), FC(C(=O)O)(F)F (trifluoroacetic acid), C(C)[SiH](CC)CC (triethylsilane). Solvent: ClCCl (dichloromethane). The product is BrC=1C=C(C=CC1F)N1C(=NOC1=O)C=1C(=NON1)NCCNS(=O)(=O)NC(OC(C)(C)C)=O (Tert-butyl ({[2-({[4-(3-bromo-4-fluorophenyl)-5-oxo-4,5-dihydro-1,2,4-oxadiazol-3-yl]-1,2,5-oxadiazol-3-yl}amino)ethyl]amino}sulfonyl)carbamate). Isolated yield 24.2%. Reaction SMILES: [NH2:1][C:2]1[C:3]([C:7]2[N:11]([C:12]3[CH:17]=[CH:16][C:15]([F:18])=[C:14]([Br:19])[CH:13]=3)[C:10](=[O:20])[O:9][N:8]=2)=[N:4][O:5][N:6]=1.CO[CH:23](OC)[CH2:24][NH:25][S:26]([NH:29][C:30](=[O:36])[O:31][C:32]([CH3:35])([CH3:34])[CH3:33])(=[O:28])=[O:27].FC(F)(F)C(O)=O.C([SiH](CC)CC)C>ClCCl>[Br:19][C:14]1[CH:13]=[C:12]([N:11]2[C:10](=[O:20])[O:9][N:8]=[C:7]2[C:3]2[C:2]([NH:1][CH2:23][CH2:24][NH:25][S:26]([NH:29][C:30](=[O:36])[O:31][C:32]([CH3:35])([CH3:34])[CH3:33])(=[O:27])=[O:28])=[N:6][O:5][N:4]=2)[CH:17]=[CH:16][C:15]=1[F:18]. Reported procedure: A mixture of 3-(4-amino-1,2,5-oxadiazol-3-yl)-4-(3-bromo-4-fluorophenyl)-1,2,4-oxadiazol-5(4H)-one (103 mg, 0.302 mmol, 1.5 equiv.; Step D) and tert-butyl N-(2,2-dimethoxyethyl)sulfamoylcarbamate (57.2 mg, 0.201 mmol) in dichloromethane (1.0 mL) was stirred under N2 at room temperature. To this mixture was added trifluoroacetic acid (0.50 mL, 6.5 mmol) and triethylsilane (80.2 μL, 0.502 mmol, 2.5 equiv.) drop-wise. This reaction mixture was stirred at room temperature for 2 h. HPLC indicated app... The reactants are ClC1=C(C=CC(=C1)Cl)C(C(=O)C=1C=NC=CC1)C (2-(2,4-dichlorophenyl)-1-(3-pyridyl)-1-propanone), O (water), C(CCC)[Li] (n-butyllithium), [Cl-].COC[P+](C1=CC=CC=C1)(C1=CC=CC=C1)C1=CC=CC=C1 (methoxymethyltriphenylphosphonium chloride). The solvent is O1CCCC1 (tetrahydrofuran), O1CCCC1 (tetrahydrofuran). Run at time 3 hour. The product is ClC1=C(C(\C(=C/OC)\C=2C=NC=CC2)C)C=CC(=C1)Cl ((E)- 3-(2,4-dichloro-α-methoxy methylene-β-methylphenethyl)-pyridine). RXN SMILES: C([Li])CCC.[Cl-].[CH3:7][O:8][CH2:9][P+](C1C=CC=CC=1)(C1C=CC=CC=1)C1C=CC=CC=1.[Cl:29][C:30]1[CH:35]=[C:34]([Cl:36])[CH:33]=[CH:32][C:31]=1[CH:37]([CH3:46])[C:38]([C:40]1[CH:41]=[N:42][CH:43]=[CH:44][CH:45]=1)=O.O>O1CCCC1>[Cl:29][C:30]1[CH:35]=[C:34]([Cl:36])[CH:33]=[CH:32][C:31]=1[CH:37]([CH3:46])/[C:38](/[C:40]1[CH:41]=[N:42][CH:43]=[CH:44][CH:45]=1)=[CH:7]\[O:8][CH3:9] |f:1.2|. Procedure details: 135 ml of n-butyllithium (1.6M in n-hexane) are added dropwise at 0° C. under argon to a suspension of 73.9 g (0.215 mol) of methoxymethyltriphenylphosphonium chloride in 500 ml of anhydrous tetrahydrofuran in such a manner that the temperature does not exceed 5° C. After stirring at 0° C. for 30 minutes a solution of 50 g (0.178 mol) of 2-(2,4-dichlorophenyl)-1-(3-pyridyl)-1-propanone in 100 ml of dry tetrahydrofuran is added dropwise at -75° C. within 30 minutes. The mixture is stirred at this... Starting materials: O=C1OC(=CN1)C(=O)O (2-Oxo-2,3-dihydrooxazole-5-carboxylic acid), CNCCCN1CCN(CC1)C(=O)OCC1=CC(=CC(=C1)Cl)Cl (3,5-Dichlorobenzyl 4-(3-(methylamino)propyl)piperazine-1-carboxylate). Product: CN(C(=O)C1=CNC(O1)=O)CCCN1CCN(CC1)C(=O)OCC1=CC(=CC(=C1)Cl)Cl (3,5-Dichlorobenzyl 4-(3-(N-methyl-2-oxo-2,3-dihydrooxazole-5-carboxamido)propyl)piperazine-1-carboxylate). As a reaction SMILES: [O:1]=[C:2]1[NH:6][CH:5]=[C:4]([C:7]([OH:9])=O)[O:3]1.[CH3:10][NH:11][CH2:12][CH2:13][CH2:14][N:15]1[CH2:20][CH2:19][N:18]([C:21]([O:23][CH2:24][C:25]2[CH:30]=[C:29]([Cl:31])[CH:28]=[C:27]([Cl:32])[CH:26]=2)=[O:22])[CH2:17][CH2:16]1>>[CH3:10][N:11]([CH2:12][CH2:13][CH2:14][N:15]1[CH2:16][CH2:17][N:18]([C:21]([O:23][CH2:24][C:25]2[CH:26]=[C:27]([Cl:32])[CH:28]=[C:29]([Cl:31])[CH:30]=2)=[O:22])[CH2:19][CH2:20]1)[C:7]([C:4]1[O:3][C:2](=[O:1])[NH:6][CH:5]=1)=[O:9]. Procedure: The title compound was prepared from 2-oxo-2,3-dihydrooxazole-5-carboxylic acid (Example 21 step 1) and 3,5-dichlorobenzyl 4-(3-(methylamino)propyl)piperazine-1-carboxylate (step 5) analogously to Example 15 step 3; Starting materials: C1(CC1)CN(C(=O)C=1C(=NC(=NC1)N1C(NC(C1)(C)C)=O)N)C1=C(C=CC(=C1)C(F)(F)F)F (4-amino-2-(4,4-dimethyl-2-oxo-1-imidazolidinyl)pyrimidine-5-carboxylic acid N-cyclopropylmethyl-N-(2-fluoro-5-trifluoromethylphenyl)amide), Cl (hydrochloride). The product is Cl.CN(C(=O)C=1C(=NC(=NC1)N1C(NCC1)=O)N)C1=CC(=CC=C1)C(F)(F)F (4-amino-2-(2-oxo-1-imidazolidinyl)pyrimidine-5-carboxylic acid N-methyl-N-(3-trifluoromethylphenyl)amide hydrochloride). As a reaction SMILES: C1([CH2:4][N:5]([C:23]2[CH:28]=[C:27]([C:29]([F:32])([F:31])[F:30])[CH:26]=[CH:25][C:24]=2F)[C:6]([C:8]2[C:9]([NH2:22])=[N:10][C:11]([N:14]3[CH2:18][C:17](C)(C)[NH:16][C:15]3=[O:21])=[N:12][CH:13]=2)=[O:7])CC1.[ClH:34]>>[ClH:34].[CH3:4][N:5]([C:23]1[CH:24]=[CH:25][CH:26]=[C:27]([C:29]([F:31])([F:30])[F:32])[CH:28]=1)[C:6]([C:8]1[C:9]([NH2:22])=[N:10][C:11]([N:14]2[CH2:18][CH2:17][NH:16][C:15]2=[O:21])=[N:12][CH:13]=1)=[O:7] |f:2.3|. Procedure: 2.853 g (7.5 mmol) of the compound I prepared as in Examples 62 and 63 were converted into the hydrochloride as in Example 6. 3.12 g of 4-amino-2-(2-oxo-1-imidazolidinyl)pyrimidine-5-carboxylic acid N-methyl-N-(3-trifluoromethylphenyl)amide hydrochloride were obtained, melting point 201°-202°. Starting materials: Cl, O=N[O-], Nc1cc(=O)n(Cc2ccccc2F)c(=O)[nH]1, [NH4+], [Na+], [OH-], O. Yields the product Nc1[nH]c(=O)n(Cc2ccccc2F)c(=O)c1N=O. Reaction SMILES: [ClH:18].[N:19](=[O:20])[O-:21].[NH2:1][c:2]1[cH:3][c:4](=[O:17])[n:5]([CH2:9][c:10]2[c:11]([F:16])[cH:12][cH:13][cH:14][cH:15]2)[c:6](=[O:8])[nH:7]1.[NH4+:23].[Na+:22].[OH-:24].[OH2:25]>>[NH2:1][c:2]1[c:3]([N:19]=[O:20])[c:4](=[O:17])[n:5]([CH2:9][c:10]2[c:11]([F:16])[cH:12][cH:13][cH:14][cH:15]2)[c:6](=[O:8])[nH:7]1. Reactants: CN1CC2N(C3=C(CN4C2=CC=2C=CC=CC24)C=CC=C3)CC1 (1,3,4,16b-tetrahydro-2-methyl-2H,10H-indolo[2,1-c]pyrazino[1,2-a][1,4]benzodiazepine), ClC(=O)OCC (ethyl chloroformate). The solvent is C(C)OCC (diethyl ether), C1(=CC=CC=C1)C (toluene). Conditions: time 8 hour. Product: C(C)OC(=O)N1CC2N(C3=C(CN4C2=CC=2C=CC=CC24)C=CC=C3)CC1 (1,3,4,16b-tetrahydro-2-ethoxycarbonyl-2H,10H-indolo[2,1-c]pyrazino[1,2-a][1,4]benzodiazepine). Reaction SMILES: C[N:2]1[CH2:23][CH2:22][N:5]2[C:6]3[CH:21]=[CH:20][CH:19]=[CH:18][C:7]=3[CH2:8][N:9]3[C:17]4[CH:16]=[CH:15][CH:14]=[CH:13][C:12]=4[CH:11]=[C:10]3[CH:4]2[CH2:3]1.Cl[C:25]([O:27][CH2:28][CH3:29])=[O:26]>C1(C)C=CC=CC=1.C(OCC)C>[CH2:28]([O:27][C:25]([N:2]1[CH2:23][CH2:22][N:5]2[C:6]3[CH:21]=[CH:20][CH:19]=[CH:18][C:7]=3[CH2:8][N:9]3[C:17]4[CH:16]=[CH:15][CH:14]=[CH:13][C:12]=4[CH:11]=[C:10]3[CH:4]2[CH2:3]1)=[O:26])[CH3:29]. Reported procedure: To a solution of 712 mg of 1,3,4,16b-tetrahydro-2-methyl-2H,10H-indolo[2,1-c]pyrazino[1,2-a][1,4]benzodiazepine in 5 ml toluene is added 1.2 g of ethyl chloroformate and the reaction mixture is heated at reflux temperature with stirring for 8 hours. On cooling to room temperature the reaction mixture is diluted with 50 ml of diethyl ether and the resulting precipitate collected by filtration and washed well with ether. The filtrate is evaporated to dryness under reduced pressure to yield 1,3,4,1...